Dataset: the Open Reaction Database (ORD), a public repository of structured organic reaction records. Task: describe an organic reaction: reactants, conditions, products, and yield As a reaction SMILES: [CH3:10][NH:11][CH2:12][CH2:13][OH:14].[CH3:15][CH2:16][OH:17].[Cl:1][c:2]1[n:3][c:4]([CH3:9])[cH:5][c:6]([Cl:8])[n:7]1>>[Cl:1][c:2]1[n:3][c:4]([CH3:9])[cH:5][c:6]([N:11]([CH3:10])[CH2:12][CH2:13][OH:14])[n:7]1. Starting materials: CNCCO, CCO, Cc1cc(Cl)nc(Cl)n1. Product: Cc1cc(N(C)CCO)nc(Cl)n1. The reactants are NC1C(NS(C1C(=O)OCC)=O)=O (4-amino-5-ethoxycarbonylisothiazolin-3-one-1-oxide), C([O-])([O-])=O.[K+].[K+] (potassium carbonate), C(C)I (ethyl iodide). Run in CS(=O)C (dimethylsulfoxide). Run at time 18 hour. The product is C(C)OC1=NS(C(=C1N)C(=O)OCC)=O (3-Ethoxy-4-amino-5-ethoxycarbonylisothiazole-1-oxide). As a reaction SMILES: [NH2:1][CH:2]1[CH:6]([C:7]([O:9][CH2:10][CH3:11])=[O:8])[S:5](=[O:12])[NH:4][C:3]1=[O:13].C(=O)([O-])[O-].[K+].[K+].[CH2:20](I)[CH3:21]>CS(C)=O>[CH2:20]([O:13][C:3]1[C:2]([NH2:1])=[C:6]([C:7]([O:9][CH2:10][CH3:11])=[O:8])[S:5](=[O:12])[N:4]=1)[CH3:21] |f:1.2.3|. Reported procedure: A mixture of 1.55 g (7.6 mmole) of 4-amino-5-ethoxycarbonylisothiazolin-3-one-1-oxide, 1.38 g (10.0 mmole) of potassium carbonate, and 0.64 ml (8.0 mmole) of ethyl iodide in 6 ml dimethylsulfoxide was stirred at room temperature for 18 hours. The suspension was then poured onto crushed ice and extracted with ethyl acetate (3×30 ml). The combined organic phases were washed one time each with ice water and brine, then dried over sodium sulfate. The title compound, which was obtained upon removal o... The reactants are C(=C)[Mg]Br (vinylmagnesium bromide), C1(CCCC1)CC(C(=O)N(C)OC)C1=NC=C(C=C1)SC (3-cyclopentyl-N-methoxy-N-methyl-2-[5-(methylsulfanyl)pyridin-2-yl]propanamide), Cl (hydrochloric acid). RXN SMILES: [CH:1]1([CH2:6][CH:7]([C:14]2[CH:19]=[CH:18][C:17]([S:20][CH3:21])=[CH:16][N:15]=2)[C:8](N(OC)C)=[O:9])[CH2:5][CH2:4][CH2:3][CH2:2]1.[CH:22]([Mg]Br)=[CH2:23].Cl>O1CCCC1>[CH:1]1([CH2:6][CH:7]([C:14]2[CH:19]=[CH:18][C:17]([S:20][CH3:21])=[CH:16][N:15]=2)[C:8](=[O:9])[CH:22]=[CH2:23])[CH2:5][CH2:4][CH2:3][CH2:2]1. Yield: 54.0%. Conditions: time 1 hour. Procedure: A solution of 3-cyclopentyl-N-methoxy-N-methyl-2-[5-(methylsulfanyl)pyridin-2-yl]propanamide (350 mg) in tetrahydrofuran (4.5 mL) was cooled to 0° C., and vinylmagnesium bromide (1.0M tetrahydrofuran solution, 4.54 mL) was added dropwise thereto. The reaction mixture was stirred at room temperature for 1 hr, and poured into 1M hydrochloric acid, and the mixture was stirred for 30 min. The reaction mixture was extracted with ethyl acetate, and the ethyl acetate layer was washed with saturated aqu... The solvent is O1CCCC1 (tetrahydrofuran). The product is C1(CCCC1)CC(C(C=C)=O)C1=NC=C(C=C1)SC (5-cyclopentyl-4-[5-(methylsulfanyl)pyridin-2-yl]pent-1-en-3-one). Reactants: BrC=1C=NN2C1N=C(C=C2)N2C(OC[C@@H]2CCC)=O ((S)-3-(3-bromopyrazolo[1,5-a]pyrimidin-5-yl)-4-propyloxazolidin-2-one), CC1(OB(OC1(C)C)C1=CC=C(C=C1)C1=NN(C=N1)COCC[Si](C)(C)C)C (3-(4-(4,4,5,5-tetramethyl-1,3,2-dioxaborolan-2-yl)phenyl)-1-((2-(trimethylsilyl)ethoxy)methyl)-1H-1,2,4-triazole), C1(CCCCC1)P(C1=C(C=CC=C1)C1=C(C=C(C=C1C(C)C)C(C)C)C(C)C)C1CCCCC1 (dicyclohexyl(2′,4′,6′-triisopropylbiphenyl-2-yl)phosphine), C(=O)([O-])[O-].[Na+].[Na+] (Na2CO3). The reagents and catalysts are C=1C=CC(=CC1)/C=C/C(=O)/C=C/C2=CC=CC=C2.C=1C=CC(=CC1)/C=C/C(=O)/C=C/C2=CC=CC=C2.C=1C=CC(=CC1)/C=C/C(=O)/C=C/C2=CC=CC=C2.[Pd].[Pd] (Pd2 dba3). Run in O1CCOCC1 (dioxane). Conditions: temperature 90 celsius. The product is C(CC)[C@@H]1N(C(OC1)=O)C1=NC=2N(C=C1)N=CC2C2=CC=C(C=C2)C2=NN(C=N2)COCC[Si](C)(C)C ((S)-4-propyl-3-(3-(4-(1-((2-(trimethylsilyl)ethoxy)methyl)-1H-1,2,4-triazol-3-yl)phenyl)pyrazolo[1,5-a]pyrimidin-5-yl)oxazolidin-2-one). Isolated yield 71.8%. Reaction SMILES: Br[C:2]1[CH:3]=[N:4][N:5]2[CH:10]=[CH:9][C:8]([N:11]3[C@@H:15]([CH2:16][CH2:17][CH3:18])[CH2:14][O:13][C:12]3=[O:19])=[N:7][C:6]=12.CC1(C)C(C)(C)OB([C:28]2[CH:33]=[CH:32][C:31]([C:34]3[N:38]=[CH:37][N:36]([CH2:39][O:40][CH2:41][CH2:42][Si:43]([CH3:46])([CH3:45])[CH3:44])[N:35]=3)=[CH:30][CH:29]=2)O1.C([O-])([O-])=O.[Na+].[Na+].C1(P(C2CCCCC2)C2C=CC=CC=2C2C(C(C)C)=CC(C(C)C)=CC=2C(C)C)CCCCC1>O1CCOCC1.C1C=CC(/C=C/C(/C=C/C2C=CC=CC=2)=O)=CC=1.C1C=CC(/C=C/C(/C=C/C2C=CC=CC=2)=O)=CC=1.C1C=CC(/C=C/C(/C=C/C2C=CC=CC=2)=O)=CC=1.[Pd].[Pd]>[CH2:16]([C@H:15]1[CH2:14][O:13][C:12](=[O:19])[N:11]1[C:8]1[CH:9]=[CH:10][N:5]2[N:4]=[CH:3][C:2]([C:28]3[CH:29]=[CH:30][C:31]([C:34]4[N:38]=[CH:37][N:36]([CH2:39][O:40][CH2:41][CH2:42][Si:43]([CH3:46])([CH3:45])[CH3:44])[N:35]=4)=[CH:32][CH:33]=3)=[C:6]2[N:7]=1)[CH2:17][CH3:18] |f:2.3.4,7.8.9.10.11|. Reported procedure: To a sealed tube were added (S)-3-(3-bromopyrazolo[1,5-a]pyrimidin-5-yl)-4-propyloxazolidin-2-one (0.100 g, 0.308 mmol), 3-(4-(4,4,5,5-tetramethyl-1,3,2-dioxaborolan-2-yl)phenyl)-1-((2-(trimethylsilyl)ethoxy)methyl)-1H-1,2,4-triazole (0.160 g, 0.400 mmol), in dioxane (1.6 mL) and 2.0 M Na2CO3 (0.461 ml, 0.923 mmol). The mixture was degassed by bubbling N2 through the solution. Pd2 dba3 (0.0141 g, 0.0154 mmol) and dicyclohexyl(2′,4′,6′-triisopropylbiphenyl-2-yl)phosphine (0.0147 g, 0.0308 mmol) w... Yields the product CC1CC2CCC(C1)C2NS(=O)(=O)c1ccc(Cl)s1. Reactants: CC1CC2CCC(C1)C2N, O=S(=O)(Cl)c1ccc(Cl)s1, ClCCl, c1ccncc1. Reaction SMILES: [CH3:1][CH:2]1[CH2:3][CH:4]2[CH2:5][CH2:6][CH:7]([CH2:8]1)[CH:9]2[NH2:10].[Cl:11][c:12]1[cH:13][cH:14][c:15]([S:17](=[O:18])(=[O:19])[Cl:20])[s:16]1.[Cl:27][CH2:28][Cl:29].[cH:21]1[cH:22][cH:23][n:24][cH:25][cH:26]1>>[CH3:1][CH:2]1[CH2:3][CH:4]2[CH2:5][CH2:6][CH:7]([CH2:8]1)[CH:9]2[NH:10][S:17]([c:15]1[cH:14][cH:13][c:12]([Cl:11])[s:16]1)(=[O:18])=[O:19]. Reactants: N1=CC(=CC=C1)C1SCC(N1)C(=O)O (2-(3-pyridyl)thiazolidine-4-carboxylic acid), N1(C=NC=C1)CCCN1CCNCC1 (1-[3-(1-imidazolyl)propyl]piperazine), ON1N=NC2=C1C=CC=C2 (1-hydroxybenztriazole), C1(CCCCC1)N=C=NC1CCCCC1 (dicyclohexylcarbodiimide), C(C)CC(=O)OC (methanol - ethyl acetate). Run in CN(C=O)C (N,N-dimethylformamide), C(C)(=O)OCC (Ethyl acetate), C(C)(=O)OCC (ethyl acetate). Run at time 8 hour. Yields the product N1(C=NC=C1)CCCN1CCN(CC1)C(=O)C1NC(SC1)C=1C=NC=CC1 (1-[3-(1-imidazolyl)propyl]-4-[2-(3-pyridyl)thiazolidine-4-ylcarbonyl]piperazine). Yield: 53.7%. Reaction SMILES: [N:1]1[CH:6]=[CH:5][CH:4]=[C:3]([CH:7]2[NH:11][CH:10]([C:12]([OH:14])=O)[CH2:9][S:8]2)[CH:2]=1.[N:15]1([CH2:20][CH2:21][CH2:22][N:23]2[CH2:28][CH2:27][NH:26][CH2:25][CH2:24]2)[CH:19]=[CH:18][N:17]=[CH:16]1.ON1C2C=CC=CC=2N=N1.C1(N=C=NC2CCCCC2)CCCCC1.C(CC(OC)=O)C>C(OCC)(=O)C.CN(C)C=O>[N:15]1([CH2:20][CH2:21][CH2:22][N:23]2[CH2:28][CH2:27][N:26]([C:12]([CH:10]3[CH2:9][S:8][CH:7]([C:3]4[CH:2]=[N:1][CH:6]=[CH:5][CH:4]=4)[NH:11]3)=[O:14])[CH2:25][CH2:24]2)[CH:19]=[CH:18][N:17]=[CH:16]1. Procedure: To a solution of 2-(3-pyridyl)thiazolidine-4-carboxylic acid 630 mg, 1-[3-(1-imidazolyl)propyl]piperazine 580 mg, 1-hydroxybenztriazole 410 mg and N,N-dimethylformamide 15 ml was added dicyclohexylcarbodiimide 620 mg under ice-cooling and then stirred overnight at room temperature. Ethyl acetate 100 ml was added to the solution, the resultant unsoluble matter filtered off and the solution washed with saturated aqueous solution of sodium hydrogen carbonate and saturated aqueous solution of sodium... The reactants are C(C)OCC(C(CC1=CC=CC2=CC=CC=C12)NC(=O)OC(C)(C)C)(O)COCC (α,α-diethoxymethyl-β-tert-butoxycarbonylamino-1-naphthalenepropanol), Cl (hydrochloric acid). As a reaction SMILES: C(OC[C:5]([CH2:27]OCC)([OH:26])[CH:6]([NH:18]C(OC(C)(C)C)=O)[CH2:7][C:8]1[C:17]2[C:12](=[CH:13][CH:14]=[CH:15][CH:16]=2)[CH:11]=[CH:10][CH:9]=1)C.[ClH:31]>>[ClH:31].[NH2:18][C@H:6]1[CH2:7][C:8]2[C:17]3[C:12](=[CH:13][CH:14]=[CH:15][CH:16]=3)[CH:11]=[CH:10][C:9]=2[C@H:27]([Cl:31])[C@H:5]1[OH:26] |f:2.3|. Run at temperature 100 celsius, time 3 minute. Reported procedure: A suspension of α,α-diethoxymethyl-β-tert-butoxycarbonylamino-1-naphthalenepropanol (252 mg), isomer B was stirred in 37% aqueous hydrochloric acid at 0° C. for 50 minutes. The resulting suspension was then stirred at 100° C. for 3 minutes. The reaction flask was cooled at 0° C. and the precipitate was filtered, washed with water and dried in vacuo. The title compound (156 mg) was obtained as a white solid. Yields the product Cl.N[C@@H]1[C@@H]([C@H](C=2C=CC3=CC=CC=C3C2C1)Cl)O ((±)-(1S,2S,3S)-3-Amino-1-chloro-1,2,3,4-tetrahydro-2-phenanthrenol, hydrochloride). The reactants are [C@H]1(CCC2=CC=CC=C12)NC1=NC=2C=CC=C(C2C=C1)N ((R)—N2-indan-1-yl-quinoline-2,5-diamine), C1(CC1)C(=O)Cl (cyclopropane carbonyl chloride). Product: [C@H]1(CCC2=CC=CC=C12)NC1=NC2=CC=CC(=C2C=C1)NC(=O)C1CC1 (Cyclopropanecarboxylic acid[2-((R)-indan-1-ylamino)-quinolin-5-yl]-amide). As a reaction SMILES: [C@H:1]1([NH:10][C:11]2[CH:20]=[CH:19][C:18]3[C:17]([NH2:21])=[CH:16][CH:15]=[CH:14][C:13]=3[N:12]=2)[C:9]2[C:4](=[CH:5][CH:6]=[CH:7][CH:8]=2)[CH2:3][CH2:2]1.[CH:22]1([C:25](Cl)=[O:26])[CH2:24][CH2:23]1>>[C@H:1]1([NH:10][C:11]2[CH:20]=[CH:19][C:18]3[C:13](=[CH:14][CH:15]=[CH:16][C:17]=3[NH:21][C:25]([CH:22]3[CH2:24][CH2:23]3)=[O:26])[N:12]=2)[C:9]2[C:4](=[CH:5][CH:6]=[CH:7][CH:8]=2)[CH2:3][CH2:2]1. Procedure details: The title compound, MS: m/e=344.3 (M+H+), was prepared in accordance with the general method of example 18 from (R)—N2-indan-1-yl-quinoline-2,5-diamine and cyclopropane carbonyl chloride. The reactants are C1(CC1)C1=C(C(=NO1)C1=C(C=CC=C1)C)CO ((5-cyclopropyl-3-(o-tolyl)isoxazol-4-yl)methanol), C1(=CC=CC=C1)P(C1=CC=CC=C1)C1=CC=CC=C1 (triphenylphosphine), C(Br)(Br)(Br)Br (carbon tetrabromide). Solvent: ClCCl (dichloromethane), ClCCl (dichloromethane). Yields the product BrCC=1C(=NOC1C1CC1)C1=C(C=CC=C1)C (4-(Bromomethyl)-5-cyclopropyl-3-(o-tolyl)isoxazole). RXN SMILES: [CH:1]1([C:4]2[O:8][N:7]=[C:6]([C:9]3[CH:14]=[CH:13][CH:12]=[CH:11][C:10]=3[CH3:15])[C:5]=2[CH2:16]O)[CH2:3][CH2:2]1.C1(P(C2C=CC=CC=2)C2C=CC=CC=2)C=CC=CC=1.C(Br)(Br)(Br)[Br:38]>ClCCl>[Br:38][CH2:16][C:5]1[C:6]([C:9]2[CH:14]=[CH:13][CH:12]=[CH:11][C:10]=2[CH3:15])=[N:7][O:8][C:4]=1[CH:1]1[CH2:3][CH2:2]1. Reported procedure: Into a 100 mL round bottom flask was placed (5-cyclopropyl-3-(o-tolyl)isoxazol-4-yl)methanol (1.86 g, 8.11 mmol), triphenylphosphine (3.50 g, 12.2 mmol, 1.5 equiv) and dichloromethane (50 mL). The mixture was stirred until completely dissolved, and then slowly cannulated dropwise into a stirring solution of carbon tetrabromide (4.00 g, 12.2 mmol, 1.5 eq) in dichloromethane (20 mL). The solution was stirred for one hour and the solvent was then evaporated in vacuo. The crude residue was purified ...